Dataset: the Open Reaction Database (ORD), a public repository of structured organic reaction records. Task: describe an organic reaction: reactants, conditions, products, and yield Starting materials: CN(C)C=O (DMF), OC1=C(C=C(C=C1)OC)C(C)=O (1-(2-hydroxy-5-methoxyphenyl)ethanone), C([O-])([O-])=O.[Cs+].[Cs+] (cesium carbonate), BrCC(C(C)(C)C)=O (1-bromopinacolone). Solvent: O (water). Run at temperature 85 celsius. Product: COC=1C=CC2=C(C(=C(O2)C(C(C)(C)C)=O)C)C1 (1-(5-Methoxy-3-methyl-1-benzofuran-2-yl)-2,2-dimethylpropan-1-one). Reaction SMILES: CN(C=O)C.[OH:6][C:7]1[CH:12]=[CH:11][C:10]([O:13][CH3:14])=[CH:9][C:8]=1[C:15](=O)[CH3:16].C(=O)([O-])[O-].[Cs+].[Cs+].Br[CH2:25][C:26](=[O:31])[C:27]([CH3:30])([CH3:29])[CH3:28]>O>[CH3:14][O:13][C:10]1[CH:11]=[CH:12][C:7]2[O:6][C:25]([C:26](=[O:31])[C:27]([CH3:30])([CH3:29])[CH3:28])=[C:15]([CH3:16])[C:8]=2[CH:9]=1 |f:2.3.4|. Reported procedure: DMF (4 mL) was added to a mixture of 166 mg 1-(2-hydroxy-5-methoxyphenyl)ethanone and 370 mg cesium carbonate followed by 188 mg 1-bromopinacolone. After heating this mixture in an 85° C. oil bath for 3 hours, it was poured into cold water and extracted with ether. The combined ether extract was washed with water, 1.5 N NaOH, water, and saturated brine, dried over anhydrous Na2SO4, and concentrated under reduced pressure to give a crude product. It was purified on silica gel (9:1 hexanes and EtO... Reactants: O1C(OCCC1)C1=C(SC=C1)S(=O)(=O)NN (3-(1,3-dioxan-2-yl)-2-thiophenesulfonic acid hydrazide), C1(=CC=C(C=C1)S(=O)(=O)O)C (p-Toluenesulfonic acid). Run in CC(=O)C (acetone), C(C)(=O)OCC (ethyl acetate). Conditions: temperature 56 celsius. Product: S1(NN=CC2=C1SC=C2)(=O)=O (2H-Thieno[3,2-e]-1,2,3-thiadiazine-1,1-dioxide). The yield is 17.9%. RXN SMILES: O1CCCO[CH:2]1[C:7]1[CH:11]=[CH:10][S:9][C:8]=1[S:12]([NH:15][NH2:16])(=[O:14])=[O:13].C1(C)C=CC(S(O)(=O)=O)=CC=1>CC(C)=O.C(OCC)(=O)C>[S:12]1(=[O:14])(=[O:13])[C:8]2[S:9][CH:10]=[CH:11][C:7]=2[CH:2]=[N:16][NH:15]1. Procedure: The solid obtained in step A (2.4 g, 48 mmol) was dissolved in acetone (70 mL). p-Toluenesulfonic acid (0.20 g, 1 mmol) was added and the mixture was stirred at refluxing temperature (56° C.) for 2h. The solvent was evaporated, the residue obtained was dissolved in ethyl acetate, washed with saturated aqueous sodium bicarbonate (20 mL) and brine. The ethyl acetate layer was dried over MgSO4 and evaporated to a green solid which was flash chromatographed (silica, hexane-ethyl acetate gradient) to... The solvent is Cl (hydrochloric acid). Starting materials: C(CCCCCCCCCCCCC)OCC(O)COCCOCCOC(C1=CC=CC=C1)(C1=CC=CC=C1)C1=CC=CC=C1 (1-O-tetradecyl-3-O-[2-(2-trityloxyethoxy)ethyl]glycerol), C1(=CC=C(C=C1)S(=O)(=O)OC)C (methyl p-toluenesulfonate), [OH-].[Na+] (sodium hydroxide). The product is OCCOCCOCC(OC)COCCCCCCCCCCCCCC (1-O-[2-(2-Hydroxyethoxy)ethyl]-2-O-methyl-3-O-tetradecylglycerol). Reagents/catalysts: [Cl-].C(CCCCCCCCCCCCCCC)[N+](C)(C)C (cetyltrimethylammonium chloride). Reaction SMILES: [CH2:1]([O:15][CH2:16][CH:17]([CH2:19][O:20][CH2:21][CH2:22][O:23][CH2:24][CH2:25][O:26]C(C1C=CC=CC=1)(C1C=CC=CC=1)C1C=CC=CC=1)[OH:18])[CH2:2][CH2:3][CH2:4][CH2:5][CH2:6][CH2:7][CH2:8][CH2:9][CH2:10][CH2:11][CH2:12][CH2:13][CH3:14].[C:46]1(C)C=CC(S(OC)(=O)=O)=CC=1.[OH-].[Na+]>[Cl-].C([N+](C)(C)C)CCCCCCCCCCCCCCC.Cl>[OH:26][CH2:25][CH2:24][O:23][CH2:22][CH2:21][O:20][CH2:19][CH:17]([CH2:16][O:15][CH2:1][CH2:2][CH2:3][CH2:4][CH2:5][CH2:6][CH2:7][CH2:8][CH2:9][CH2:10][CH2:11][CH2:12][CH2:13][CH3:14])[O:18][CH3:46] |f:2.3,4.5|. Yield: 88.8%. Procedure details: 18.6 g (30 millimole) of 1-O-tetradecyl-3-O-[2-(2-trityloxyethoxy)ethyl]glycerol, 6.1 g (33 millimole) of methyl p-toluenesulfonate, 8 g (100 millimole) of 50% sodium hydroxide, 192 mg (0.6 millimole) of cetyltrimethylammonium chloride and 20 ml of 2N hydrochloric acid were treated by following a procedure similar to that of Working Example 5, to give 10.4 g (89%) of the above-captioned compound. Starting materials: ClC1=CC=C2C=CC(=NC2=C1)C=CC=1C=C(C=CC1)C(SCCC(=O)OC)SCCC(N(C)C)=O ((-)-methyl 5-(3-(2-(7-chloro-quinolin-2-yl)ethenyl)phenyl)-8-dimethylcarbamyl-4,6-dithiaoctanoate), [Li+].[OH-] (LiOH). Solvent: peroxide, O (water), O (Water). The product is ClC1=CC=C2C=CC(=NC2=C1)C=CC=1C=C(C=CC1)C(SCCC(=O)O)SCCC(N(C)C)=O ((+)-5-(3-(2-(7-CHLOROQUINOLIN-2-YL)ETHENYL)PHENYL)-8-DIMETHYLCARBAMYL-4,6-DITHIAOCTANOIC ACID). Reaction SMILES: [Cl:1][C:2]1[CH:11]=[C:10]2[C:5]([CH:6]=[CH:7][C:8]([CH:12]=[CH:13][C:14]3[CH:15]=[C:16]([CH:20]([S:28][CH2:29][CH2:30][C:31](=[O:35])[N:32]([CH3:34])[CH3:33])[S:21][CH2:22][CH2:23][C:24]([O:26]C)=[O:25])[CH:17]=[CH:18][CH:19]=3)=[N:9]2)=[CH:4][CH:3]=1.[Li+].[OH-]>O>[Cl:1][C:2]1[CH:11]=[C:10]2[C:5]([CH:6]=[CH:7][C:8]([CH:12]=[CH:13][C:14]3[CH:15]=[C:16]([CH:20]([S:28][CH2:29][CH2:30][C:31](=[O:35])[N:32]([CH3:34])[CH3:33])[S:21][CH2:22][CH2:23][C:24]([OH:26])=[O:25])[CH:17]=[CH:18][CH:19]=3)=[N:9]2)=[CH:4][CH:3]=1 |f:1.2|. Procedure details: To a solution of (-)-methyl 5-(3-(2-(7-chloro-quinolin-2-yl)ethenyl)phenyl)-8-dimethylcarbamyl-4,6-dithiaoctanoate (step 8) (640 mg, 1.21 mmol.) in peroxide-free 1,2-dimethoxyethane (15 mL) and water (1.5 mL) was added LiOH (1M, 1.8 mL, 1.8 mmol.). The solution was stirred for 3 hrs at room temperature Water was added and the mixture was washed with EtOAc. The aqueous layer was acidified with 1N HCl, extracted with EtOAc, the extracts were washed with brine (2×), dried over Na2SO4, filtered and ... Reactants: COC=1C=C2C(=CC1OC)C(=O)C(C2)CC3CCN(CC3)CC=4C=CC=CC4.Cl (donepezil hydrochloride), S(=O)(=O)(O)C1=CC=C(C)C=C1.COC=1C=C2CC(C(C2=CC1OC)=O)=CC1=CC=NC=C1 (5,6-dimethoxy-2-[1-(4-pyridinyl)methylidene]-1-indanone tosylate). The reagents and catalysts are [Pd] (Pd/C). Run in O (water). Run at time 8 hour. The product is COC=1C=C2CC(C(C2=CC1OC)=O)CC1CCNCC1 (5,6-dimethoxy-2-(4-piperidinylmethyl)-1-indanone). Reaction SMILES: [CH3:1][O:2][C:3]1[CH:4]=[C:5]2[CH2:14][CH:13]([CH2:15][CH:16]3[CH2:21][CH2:20][N:19](CC4C=CC=CC=4)[CH2:18][CH2:17]3)[C:11](=[O:12])[C:6]2=[CH:7][C:8]=1[O:9][CH3:10].Cl.S(C1C=CC(C)=CC=1)(O)(=O)=O.COC1C=C2C(=CC=1OC)C(=O)C(=CC1C=CN=CC=1)C2>[Pd].O>[CH3:1][O:2][C:3]1[CH:4]=[C:5]2[C:6](=[CH:7][C:8]=1[O:9][CH3:10])[C:11](=[O:12])[CH:13]([CH2:15][CH:16]1[CH2:21][CH2:20][NH:19][CH2:18][CH2:17]1)[CH2:14]2 |f:0.1,2.3|. Procedure: US Patent Application published under the No. 2007/0135644A1 discloses the preparation of donepezil hydrochloride by reducing 5,6-dimethoxy-2-[1-(4-pyridinyl)methylidene]-1-indanone tosylate with 10% Pd/C catalyst in demi-water at 70-95° C., at 10 bar for 8 hours. The mixture is extracted three times with 1-butanol to afford a residue which is purified with methyl-tert-butyl ether to obtain 5,6-dimethoxy-2-(4-piperidinylmethyl)-1-indanone, followed by condensation with benzyl chloride in toluene...